This data is from the Open Reaction Database (ORD), a public repository of structured organic reaction records. The task is: describe an organic reaction: reactants, conditions, products, and yield The reactants are COC1=CC=C(C=C1)N(N)CC(=O)OC (Methyl [1-(4-methoxyphenyl)hydrazino]acetate), CN=C=O (methyl isocyanate), C[O-].[Na+] (sodium methoxide). Yields the product COC1=CC=C(C=C1)N1NC(N(C(C1)=O)C)=O (Dihydro-1-(4-methoxyphenyl)-4-methyl-1,2,4-triazine-3,5-(2H,4H)-dione). As a reaction SMILES: [CH3:1][O:2][C:3]1[CH:8]=[CH:7][C:6]([N:9]([CH2:11][C:12]([O:14]C)=O)[NH2:10])=[CH:5][CH:4]=1.[CH3:16][N:17]=[C:18]=[O:19].C[O-].[Na+]>>[CH3:1][O:2][C:3]1[CH:4]=[CH:5][C:6]([N:9]2[CH2:11][C:12](=[O:14])[N:17]([CH3:16])[C:18](=[O:19])[NH:10]2)=[CH:7][CH:8]=1 |f:2.3|. Procedure details: Methyl [1-(4-methoxyphenyl)hydrazino]acetate (1.50 g) was treated with methyl isocyanate (0.85 ml) and then with sodium methoxide (from sodium (0.33 g) in methanol (15 ml)) according to the method of Example 1. The product was purified by recrystallisation from ethyl acetate to give the title compound (703 mg), m.p. 179°-181°, t.l.c. (ether) Rf 0.5. The reactants are CNC, CCO, CSC(=N[N+](=O)[O-])NCc1ccc(Cl)nc1. Yields the product CN(C)C(=N[N+](=O)[O-])NCc1ccc(Cl)nc1. As a reaction SMILES: [CH3:17][NH:18][CH3:19].[CH3:20][CH2:21][OH:22].[Cl:1][c:2]1[n:3][cH:4][c:5]([CH2:8][NH:9][C:10]([S:11][CH3:12])=[N:13][N+:14](=[O:15])[O-:16])[cH:6][cH:7]1>>[Cl:1][c:2]1[n:3][cH:4][c:5]([CH2:8][NH:9][C:10](=[N:13][N+:14](=[O:15])[O-:16])[N:18]([CH3:17])[CH3:19])[cH:6][cH:7]1. Reactants: C1CCNC1, CC12CC(c3ccc(OCCN4CCCCC4)cc3)C3c4ccc(O)c(Cl)c4CCC3C1CCC2=O. Product: CC12CC(c3ccc(OCCN4CCCC4)cc3)C3c4ccc(O)c(Cl)c4CCC3C1CCC2=O. Reaction SMILES: [CH2:37]1[CH2:38][NH:39][CH2:40][CH2:41]1.[Cl:1][c:2]1[c:3]2[c:16]([cH:17][cH:18][c:19]1[OH:20])[CH:15]1[CH:6]([CH2:5][CH2:4]2)[CH:7]2[CH2:8][CH2:9][C:10](=[O:36])[C:11]2([CH3:12])[CH2:13][CH:14]1[c:21]1[cH:22][cH:23][c:24]([O:27][CH2:28][CH2:29][N:30]2[CH2:31][CH2:32][CH2:33][CH2:34][CH2:35]2)[cH:25][cH:26]1>>[Cl:1][c:2]1[c:3]2[c:16]([cH:17][cH:18][c:19]1[OH:20])[CH:15]1[CH:6]([CH2:5][CH2:4]2)[CH:7]2[CH2:8][CH2:9][C:10](=[O:36])[C:11]2([CH3:12])[CH2:13][CH:14]1[c:21]1[cH:22][cH:23][c:24]([O:27][CH2:28][CH2:29][N:30]2[CH2:31][CH2:32][CH2:34][CH2:35]2)[cH:25][cH:26]1. The product is COc1cccc2c1CCC(N(C)C)C2. Reaction SMILES: [C:17]([OH:18])(=[O:19])[CH3:20].[CH3:14][NH:15][CH3:16].[CH3:1][O:2][c:3]1[c:4]2[c:9]([cH:10][cH:11][cH:12]1)[CH2:8][C:7](=[O:13])[CH2:6][CH2:5]2.[Cl:26][CH2:27][Cl:28].[Na+:25].[O-:21][C:22]([OH:23])=[O:24].[OH2:29]>>[CH3:1][O:2][c:3]1[c:4]2[c:9]([cH:10][cH:11][cH:12]1)[CH2:8][CH:7]([N:15]([CH3:14])[CH3:16])[CH2:6][CH2:5]2. The reactants are CC(=O)O, CNC, COc1cccc2c1CCC(=O)C2, ClCCl, [Na+], O=C([O-])O, O. Starting materials: CSc1nc(Nc2ccc(Oc3ccccc3)cc2)c2c(=O)[nH]cc(-c3ccccc3)c2n1, CSc1nc(Nc2ccc(Oc3ccccc3)cc2)c2c(=O)[nH]cc(I)c2n1, [Na+], [Na+], O=C([O-])[O-], C1COCCO1, OC1CCNCC1, OB(O)c1ccccc1. Product: O=c1[nH]cc(-c2ccccc2)c2nc(N3CCC(O)CC3)nc(Nc3ccc(Oc4ccccc4)cc3)c12. As a reaction SMILES: [CH3:44][S:45][c:46]1[n:47][c:48]([NH:63][c:64]2[cH:65][cH:66][c:67]([O:70][c:71]3[cH:72][cH:73][cH:74][cH:75][cH:76]3)[cH:68][cH:69]2)[c:49]2[c:50]([n:51]1)[c:52](-[c:57]1[cH:58][cH:59][cH:60][cH:61][cH:62]1)[cH:53][nH:54][c:55]2=[O:56].[I:1][c:2]1[c:3]2[n:4][c:5]([S:6][CH3:7])[n:8][c:9]([NH:10][c:11]3[cH:12][cH:13][c:14]([O:15][c:16]4[cH:17][cH:18][cH:19][cH:20][cH:21]4)[cH:22][cH:23]3)[c:24]2[c:25](=[O:26])[nH:27][cH:28]1.[Na+:38].[Na+:39].[O-:40][C:41](=[O:42])[O-:43].[O:84]1[CH2:85][CH2:86][O:87][CH2:88][CH2:89]1.[OH:77][CH:78]1[CH2:79][CH2:80][NH:81][CH2:82][CH2:83]1.[c:29]1([B:30]([OH:31])[OH:32])[cH:33][cH:34][cH:35][cH:36][cH:37]1>>[c:46]1([N:81]2[CH2:80][CH2:79][CH:78]([OH:77])[CH2:83][CH2:82]2)[n:47][c:48]([NH:63][c:64]2[cH:65][cH:66][c:67]([O:70][c:71]3[cH:72][cH:73][cH:74][cH:75][cH:76]3)[cH:68][cH:69]2)[c:49]2[c:50]([n:51]1)[c:52](-[c:57]1[cH:58][cH:59][cH:60][cH:61][cH:62]1)[cH:53][nH:54][c:55]2=[O:56]. Starting materials: CC(C)(C)[Si](OCC1C(F)CC2OC(=O)CC21)(c1ccccc1)c1ccccc1, C1CCOC1, CC(C)C[AlH]CC(C)C. Product: CC(C)(C)[Si](OCC1C(F)CC2OC(O)CC21)(c1ccccc1)c1ccccc1. Reaction SMILES: [C:1]([CH3:2])([CH3:3])([CH3:4])[Si:5]([O:6][CH2:7][CH:8]1[CH:9]([F:17])[CH2:10][CH:11]2[O:12][C:13](=[O:16])[CH2:14][CH:15]12)([c:18]1[cH:19][cH:20][cH:21][cH:22][cH:23]1)[c:24]1[cH:25][cH:26][cH:27][cH:28][cH:29]1.[CH2:39]1[O:40][CH2:41][CH2:42][CH2:43]1.[CH3:30][CH:31]([CH2:32][AlH:33][CH2:34][CH:35]([CH3:36])[CH3:37])[CH3:38]>>[C:1]([CH3:2])([CH3:3])([CH3:4])[Si:5]([O:6][CH2:7][CH:8]1[CH:9]([F:17])[CH2:10][CH:11]2[O:12][CH:13]([OH:16])[CH2:14][CH:15]12)([c:18]1[cH:19][cH:20][cH:21][cH:22][cH:23]1)[c:24]1[cH:25][cH:26][cH:27][cH:28][cH:29]1. Reaction conditions: time 20.25 hour. Reaction SMILES: [C:1](=[O:23])(OC1C=CC([N+]([O-])=O)=CC=1)[O:2][CH2:3][C:4]1[CH:9]=[CH:8][CH:7]=[CH:6][C:5]=1[N:10]=[N+:11]=[N-:12].[NH:24]([C:33]([O:35][C:36]([CH3:39])([CH3:38])[CH3:37])=[O:34])[C@H:25]([C:30]([OH:32])=[O:31])[CH2:26][CH2:27][CH2:28][NH2:29].C(=O)(O)[O-].[Na+].S(=O)(=O)(O)[O-].[K+]>O1CCOCC1.C(OCC)(=O)C.O>[N:10]([C:5]1[CH:6]=[CH:7][CH:8]=[CH:9][C:4]=1[CH2:3][O:2][C:1]([NH:29][CH2:28][CH2:27][CH2:26][C@H:25]([NH:24][C:33]([O:35][C:36]([CH3:39])([CH3:38])[CH3:37])=[O:34])[C:30]([OH:32])=[O:31])=[O:23])=[N+:11]=[N-:12] |f:2.3,4.5|. Reported procedure: 2-Azidobenzyl (4-nitrophenyl) carbonate (Compound tk13) (458 mg, 1.459 mmol) was added to a suspension of Boc-Orn-OH (Compound tk56) (308 mg, 1.326 mmol) and sodium bicarbonate (278 mg, 3.32 mmol) in 1,4-dioxane (3 mL)-water (2 mL). The reaction mixture was stirred at room temperature for 20.25 hours and then cooled in an ice bath and diluted with ethyl acetate and water, and a saturated aqueous potassium bisulfate solution (1.5 mL) was added to the resulting mixture. The mixture was extracted w... The yield is 102.9%. Solvent: O1CCOCC1 (1,4-dioxane), O (water), C(C)(=O)OCC (ethyl acetate), O (water). The product is N(=[N+]=[N-])C1=C(COC(=O)NCCC[C@@H](C(=O)O)NC(=O)OC(C)(C)C)C=CC=C1 ((S)-5-((((2-azidobenzyl)oxy)carbonyl)amino)-2-((tert-butoxycarbonyl)amino)pentanoic acid). Reactants: S([O-])(O)(=O)=O.[K+] (potassium bisulfate), C(OCC1=C(C=CC=C1)N=[N+]=[N-])(OC1=CC=C(C=C1)[N+](=O)[O-])=O (2-Azidobenzyl (4-nitrophenyl) carbonate), N([C@@H](CCCN)C(=O)O)C(=O)OC(C)(C)C (Boc-Orn-OH), C([O-])(O)=O.[Na+] (sodium bicarbonate).